describe an organic reaction: reactants, conditions, products, and yield From a dataset of the Open Reaction Database (ORD), a public repository of structured organic reaction records. RXN SMILES: [C:1]([CH3:2])([CH3:3])([CH3:4])[O:5][C:6](=[O:7])[N:8]1[C:9]([CH3:32])([CH3:33])[O:10][CH:11]([CH2:20][CH:21]2[CH2:22][CH:23]=[CH:24][CH2:25][CH:26]2[C:27](=[O:28])[O:29][CH2:30][CH3:31])[CH:12]1[CH2:13][c:14]1[cH:15][cH:16][cH:17][cH:18][cH:19]1.[CH3:36][CH2:37][OH:38].[Na+:35].[OH-:34].[OH2:39]>>[C:1]([CH3:2])([CH3:3])([CH3:4])[O:5][C:6](=[O:7])[N:8]1[C:9]([CH3:32])([CH3:33])[O:10][CH:11]([CH2:20][CH:21]2[CH2:22][CH:23]=[CH:24][CH2:25][CH:26]2[C:27](=[O:28])[OH:29])[CH:12]1[CH2:13][c:14]1[cH:15][cH:16][cH:17][cH:18][cH:19]1. Yields the product CC(C)(C)OC(=O)N1C(Cc2ccccc2)C(CC2CC=CCC2C(=O)O)OC1(C)C. Starting materials: CCOC(=O)C1CC=CCC1CC1OC(C)(C)N(C(=O)OC(C)(C)C)C1Cc1ccccc1, CCO, [Na+], [OH-], O. The reactants are C(C)(C)(C)OC(NC1CC=C(CC1)C1=NC=C(C=C1C)Br)=O (N-[4-(5-bromo-3-methylpyridin-2-yl)cyclohex-3-en-1-yl]carbamic acid-tert-butyl ester), [H-].[Na+] (sodium hydride), O (water), CI (methyl iodide). Run in CN(C=O)C (N,N-dimethylformamide). Conditions: time 0.5 hour. Yields the product C(C)(C)(C)OC(N(C)C1CC=C(CC1)C1=NC=C(C=C1C)Br)=O (N-[4-(5-bromo-3-methylpyridin-2-yl)cyclohex-3-en-1-yl]-N-methylcarbamic acid-tert-butyl ester). As a reaction SMILES: [C:1]([O:5][C:6](=[O:22])[NH:7][CH:8]1[CH2:13][CH2:12][C:11]([C:14]2[C:19]([CH3:20])=[CH:18][C:17]([Br:21])=[CH:16][N:15]=2)=[CH:10][CH2:9]1)([CH3:4])([CH3:3])[CH3:2].[H-].[Na+].[CH3:25]I.O>CN(C)C=O>[C:1]([O:5][C:6](=[O:22])[N:7]([CH:8]1[CH2:13][CH2:12][C:11]([C:14]2[C:19]([CH3:20])=[CH:18][C:17]([Br:21])=[CH:16][N:15]=2)=[CH:10][CH2:9]1)[CH3:25])([CH3:4])([CH3:2])[CH3:3] |f:1.2|. Reported procedure: To a solution of N-[4-(5-bromo-3-methylpyridin-2-yl)cyclohex-3-en-1-yl]carbamic acid-tert-butyl ester (11.2 g) in N,N-dimethylformamide (90 ml) was added sodium hydride (1.46 g) under ice-cooling, and stirred at the same temperature for 0.5 hours. Then methyl iodide (5.7 ml) was added thereto, and stirred at the same temperature for 2 hours. After completion of the reaction, water was added thereto, and the precipitated solid was collected by filtration to give N-[4-(5-bromo-3-methylpyridin-2-yl... Reactants: [Al+3].[Cl-].[Cl-].[Cl-] (AlCl3), [Al+3].[Cl-].[Cl-].[Cl-] (AlCl3), CC(C)=C (isobutylene), C=CC(C)=C (isoprene). Procedure details: A reaction flask is dried and charged with 600 parts by volume hexanes and 3.0 parts AlCl3. The system is flushed with N2. This mixture is stirred then cooled to 0° C. This temperature is maintained throughout the entire reaction. Addition of monomers (isobutylene rate=5.6 parts/min; isoprene rate=1.0 part by volume/min) is begun. The isobutylene is condensed with a Dry Ice/acetone cold finger. After 1 hr. an additional 200 parts by volume hexanes are added and the above conditions are maintaine... Run in hexanes, hexanes. RXN SMILES: [Al+3].[Cl-].[Cl-].[Cl-].[CH3:5][C:6](=[CH2:8])[CH3:7].[CH2:9]=[CH:10][C:11](=[CH2:13])[CH3:12]>>[CH3:7][C:6]([CH3:8])=[CH2:5].[CH3:13][C:11]([CH:10]=[CH2:9])=[CH2:12] |f:0.1.2.3,6.7|. Run at temperature 0 celsius, time 1 hour. Yields the product CC(=C)C.CC(=C)C=C (Isobutylene-Isoprene Copolymer). Starting materials: CC1(C=2C=CC(=CC2C(CC1)(C)C)C1=NOC(=C1)C1CCNCC1)C (4-[3-(5,5,8,8-tetramethyl-5,6,7,8-tetrahydronaphthalen-2-yl)isoxazol-5-yl]piperidine), OCCCCC=O (5-hydroxypentanal). Procedure: The preparation was carried out as already described starting from 130 mg of 4-[3-(5,5,8,8-tetramethyl-5,6,7,8-tetrahydronaphthalen-2-yl)isoxazol-5-yl]piperidine and 79 mg of 5-hydroxypentanal. The product was purified by means of preparative HPLC and converted into the hydrochloride by treatment with methanolic HCl. As a reaction SMILES: [CH3:1][C:2]1([CH3:25])[CH2:11][CH2:10][C:9]([CH3:13])([CH3:12])[C:8]2[CH:7]=[C:6]([C:14]3[CH:18]=[C:17]([CH:19]4[CH2:24][CH2:23][NH:22][CH2:21][CH2:20]4)[O:16][N:15]=3)[CH:5]=[CH:4][C:3]1=2.[OH:26][CH2:27][CH2:28][CH2:29][CH2:30][CH:31]=O>>[CH3:1][C:2]1([CH3:25])[CH2:11][CH2:10][C:9]([CH3:12])([CH3:13])[C:8]2[CH:7]=[C:6]([C:14]3[CH:18]=[C:17]([CH:19]4[CH2:24][CH2:23][N:22]([CH2:31][CH2:30][CH2:29][CH2:28][CH2:27][OH:26])[CH2:21][CH2:20]4)[O:16][N:15]=3)[CH:5]=[CH:4][C:3]1=2. Product: CC1(C=2C=CC(=CC2C(CC1)(C)C)C1=NOC(=C1)C1CCN(CC1)CCCCCO)C (5-{4-[3-(5,5,8,8-tetramethyl-5,6,7,8-tetrahydronaphthalen-2-yl)isoxazol-5-yl]piperidin-1-yl}pentan-1-ol).